From a dataset of the Open Reaction Database (ORD), a public repository of structured organic reaction records. describe an organic reaction: reactants, conditions, products, and yield Reactants: C(CCCCCCCCCCC\C=C/CCCCCCCC)O (erucyl alcohol), ClCC(=O)Cl (chloroacetyl chloride). Run in C1(=CC=CC=C1)C (toluene). Run at temperature 25 celsius, time 3 hour. Product: ClCC(=O)OCCCCCCCCCCCC\C=C/CCCCCCCC (erucyl 2-chloroacetate). Yield: 95.2%. RXN SMILES: [CH2:1]([OH:23])[CH2:2][CH2:3][CH2:4][CH2:5][CH2:6][CH2:7][CH2:8][CH2:9][CH2:10][CH2:11][CH2:12]/[CH:13]=[CH:14]\[CH2:15][CH2:16][CH2:17][CH2:18][CH2:19][CH2:20][CH2:21][CH3:22].[Cl:24][CH2:25][C:26](Cl)=[O:27]>C1(C)C=CC=CC=1>[Cl:24][CH2:25][C:26]([O:23][CH2:1][CH2:2][CH2:3][CH2:4][CH2:5][CH2:6][CH2:7][CH2:8][CH2:9][CH2:10][CH2:11][CH2:12]/[CH:13]=[CH:14]\[CH2:15][CH2:16][CH2:17][CH2:18][CH2:19][CH2:20][CH2:21][CH3:22])=[O:27]. Procedure details: To erucyl alcohol (2) (101.5 g, 310.8 mmol) in 200 ml of toluene was added chloroacetyl chloride (38.6 g, 341.9 mmol). The reaction mixture was stirred at 25° C. for 3 hours. The reaction mixture was then washed with water (100 ml) and the aqueous and organic layers separated The organic layer was dried over sodium sulphate and the solvent removed in vacuo to yield erucyl 2-chloroacetate (3) (118.7 g, 94.3%). Reactants: [Br-], Br, O=N[O-], Nc1cccc2cnccc12, [Na+], [Na+], [OH-], O. The product is Brc1cccc2cnccc12. As a reaction SMILES: [Br-:16].[BrH:20].[N:12]([O-:13])=[O:14].[NH2:1][c:2]1[c:3]2[cH:4][cH:5][n:6][cH:7][c:8]2[cH:9][cH:10][cH:11]1.[Na+:15].[Na+:18].[OH-:17].[OH2:19]>>[c:2]1([Br:16])[c:3]2[cH:4][cH:5][n:6][cH:7][c:8]2[cH:9][cH:10][cH:11]1.